Dataset: the Open Reaction Database (ORD), a public repository of structured organic reaction records. Task: describe an organic reaction: reactants, conditions, products, and yield Reactants: OBO, CC1(C)C(=O)Nc2ccc(Br)cc21, O=C([O-])[O-], COCCOC, [Cl-], Fc1ccccc1Cl, [K+], [K+], [NH4+], O, [Pd], c1ccc(P(c2ccccc2)c2ccccc2)cc1, c1ccc(P(c2ccccc2)c2ccccc2)cc1, c1ccc(P(c2ccccc2)c2ccccc2)cc1, c1ccc(P(c2ccccc2)c2ccccc2)cc1. Product: CC1(C)C(=O)Nc2ccc(-c3ccc(F)c(Cl)c3)cc21. As a reaction SMILES: [BH:14]([OH:15])[OH:16].[Br:1][c:2]1[cH:3][c:4]2[c:8]([cH:9][cH:10]1)[NH:7][C:6](=[O:11])[C:5]2([CH3:12])[CH3:13].[C:25](=[O:26])([O-:27])[O-:28].[CH2:33]([CH2:34][O:35][CH3:36])[O:37][CH3:38].[Cl-:31].[Cl:17][c:18]1[cH:19][cH:20][cH:21][cH:22][c:23]1[F:24].[K+:29].[K+:30].[NH4+:32].[OH2:39].[Pd:40].[c:41]1([P:42]([c:43]2[cH:44][cH:45][cH:46][cH:47][cH:48]2)[c:49]2[cH:50][cH:51][cH:52][cH:53][cH:54]2)[cH:55][cH:56][cH:57][cH:58][cH:59]1.[c:60]1([P:61]([c:62]2[cH:63][cH:64][cH:65][cH:66][cH:67]2)[c:68]2[cH:69][cH:70][cH:71][cH:72][cH:73]2)[cH:74][cH:75][cH:76][cH:77][cH:78]1.[c:79]1([P:80]([c:81]2[cH:82][cH:83][cH:84][cH:85][cH:86]2)[c:87]2[cH:88][cH:89][cH:90][cH:91][cH:92]2)[cH:93][cH:94][cH:95][cH:96][cH:97]1.[c:98]1([P:99]([c:100]2[cH:101][cH:102][cH:103][cH:104][cH:105]2)[c:106]2[cH:107][cH:108][cH:109][cH:110][cH:111]2)[cH:112][cH:113][cH:114][cH:115][cH:116]1>>[c:2]1(-[c:20]2[cH:19][c:18]([Cl:17])[c:23]([F:24])[cH:22][cH:21]2)[cH:3][c:4]2[c:8]([cH:9][cH:10]1)[NH:7][C:6](=[O:11])[C:5]2([CH3:12])[CH3:13]. The reactants are ClC1=CC=2N(C=C(C(C2S1)=O)C(=O)OCC)C (ethyl 2-chloro-4-methyl-7-oxo-4,7-dihydrothieno[3,2-b]pyridine-6-carboxylate), Cl (hydrochloric acid). Run in [OH-].[Na+] (sodium hydroxide). Run at time 3 hour. Product: ClC1=CC=2N(C=C(C(C2S1)=O)C(=O)O)C (2-chloro-4-methyl-7-oxo-4,7-dihydrothieno[3,2-b]pyridine-6-carboxylic acid). Reaction SMILES: [Cl:1][C:2]1[S:10][C:9]2[C:8](=[O:11])[C:7]([C:12]([O:14]CC)=[O:13])=[CH:6][N:5]([CH3:17])[C:4]=2[CH:3]=1.Cl>[OH-].[Na+]>[Cl:1][C:2]1[S:10][C:9]2[C:8](=[O:11])[C:7]([C:12]([OH:14])=[O:13])=[CH:6][N:5]([CH3:17])[C:4]=2[CH:3]=1 |f:2.3|. Reported procedure: A mixture of ethyl 2-chloro-4-methyl-7-oxo-4,7-dihydrothieno[3,2-b]pyridine-6-carboxylate (1.6 g) and 0.35M aqueous sodium hydroxide solution (50 ml) was stirred at 95° for 3 hours. The mixture was cooled to 0° and acidified with 5M hydrochloric acid to pH 4. After 15 minutes the solid was collected, washed with water and stirred with a mixture of diethyl ether (60 ml) and industrial methylated spirit (10 ml) for 2 hours. The solid was collected and dried to give the novel compound 2-chloro-4-me...